This data is from the Open Reaction Database (ORD), a public repository of structured organic reaction records. The task is: describe an organic reaction: reactants, conditions, products, and yield Starting materials: C1CCNC1, [Li]CCCC, CCC(C)C(=O)OC1CC(C)C=C2C=CC(C)C(CCC(O)CC(O)CC(=O)NC(C)OC)C21, CI, CCCCCC, [Cl-], [NH4+], C1CCOC1, O. Product: CCC(C)(C)C(=O)OC1CC(C)C=C2C=CC(C)C(CCC(O)CC(O)CC(=O)NC(C)OC)C21. As a reaction SMILES: [CH2:1]1[CH2:2][NH:3][CH2:4][CH2:5]1.[CH2:6]([Li:7])[CH2:8][CH2:9][CH3:10].[CH3:11][O:12][CH:13]([CH3:14])[NH:15][C:16]([CH2:17][CH:18]([CH2:19][CH:20]([CH2:21][CH2:22][CH:23]1[CH:24]([CH3:41])[CH:25]=[CH:26][C:27]2=[CH:28][CH:29]([CH3:40])[CH2:30][CH:31]([O:33][C:34]([CH:35]([CH2:36][CH3:37])[CH3:38])=[O:39])[CH:32]12)[OH:42])[OH:43])=[O:44].[CH3:45][I:46].[CH3:49][CH2:50][CH2:51][CH2:52][CH2:53][CH3:54].[Cl-:47].[NH4+:48].[O:55]1[CH2:56][CH2:57][CH2:58][CH2:59]1.[OH2:60]>>[CH3:1][C:35]([C:34]([O:33][CH:31]1[CH2:30][CH:29]([CH3:40])[CH:28]=[C:27]2[CH:26]=[CH:25][CH:24]([CH3:41])[CH:23]([CH2:22][CH2:21][CH:20]([CH2:19][CH:18]([CH2:17][C:16]([NH:15][CH:13]([O:12][CH3:11])[CH3:14])=[O:44])[OH:43])[OH:42])[CH:32]21)=[O:39])([CH2:36][CH3:37])[CH3:38]. Reactants: COS(=O)(=O)OC, O=C(O)C12CCCC1C1CCC2C1, [Na+], [OH-]. Reaction SMILES: [CH3:16][O:17][S:18]([O:19][CH3:20])(=[O:21])=[O:22].[CH:3]12[C:4]3([C:13](=[O:14])[OH:15])[CH2:5][CH2:6][CH2:7][CH:8]3[CH:9]([CH2:10][CH2:11]1)[CH2:12]2.[Na+:2].[OH-:1]>>[CH:3]12[C:4]3([C:13](=[O:14])[O:15][CH3:16])[CH2:5][CH2:6][CH2:7][CH:8]3[CH:9]([CH2:10][CH2:11]1)[CH2:12]2. The product is COC(=O)C12CCCC1C1CCC2C1.